Task: describe an organic reaction: reactants, conditions, products, and yield. Dataset: the Open Reaction Database (ORD), a public repository of structured organic reaction records Starting materials: CC1=C(N=C(O1)C1=CC=CC=C1)CCC1=NOC(=N1)COC=1C=C(C=CC1)CC(=O)OC (methyl 2-[3-[[3-[2-(5-methyl-2-phenyl-4-oxazolyl)ethyl]-1,2,4-oxadiazol-5-yl]methoxy]phenyl]acetate), O1CCCC1 (tetrahydrofuran), [OH-].[Na+] (sodium hydroxide), Cl (Hydrochloric acid). The solvent is CO (methanol), O (water). Conditions: temperature 50 celsius, time 1 hour. The product is CC1=C(N=C(O1)C1=CC=CC=C1)CCC1=NOC(=N1)COC=1C=C(C=CC1)CC(=O)O (2-[3-[[3-[2-(5-methyl-2-phenyl-4-oxazolyl)ethyl]-1,2,4-oxadiazol-5-yl]methoxy]phenyl]acetic acid). The yield is 96.5%. Reaction SMILES: [CH3:1][C:2]1[O:6][C:5]([C:7]2[CH:12]=[CH:11][CH:10]=[CH:9][CH:8]=2)=[N:4][C:3]=1[CH2:13][CH2:14][C:15]1[N:19]=[C:18]([CH2:20][O:21][C:22]2[CH:23]=[C:24]([CH2:28][C:29]([O:31]C)=[O:30])[CH:25]=[CH:26][CH:27]=2)[O:17][N:16]=1.O1CCCC1.[OH-].[Na+].Cl>O.CO>[CH3:1][C:2]1[O:6][C:5]([C:7]2[CH:12]=[CH:11][CH:10]=[CH:9][CH:8]=2)=[N:4][C:3]=1[CH2:13][CH2:14][C:15]1[N:19]=[C:18]([CH2:20][O:21][C:22]2[CH:23]=[C:24]([CH2:28][C:29]([OH:31])=[O:30])[CH:25]=[CH:26][CH:27]=2)[O:17][N:16]=1 |f:2.3|. Reported procedure: To a mixture of methyl 2-[3-[[3-[2-(5-methyl-2-phenyl-4-oxazolyl)ethyl]-1,2,4-oxadiazol-5-yl]methoxy]phenyl]acetate (0.30 g), tetrahydrofuran (3 mL) and methanol (3 mL) was added a 1N aqueous sodium hydroxide solution (3 mL) and the mixture was stirred at 50° C. for 1 hr. 1N Hydrochloric acid (3 mL) and water were added to the reaction mixture, the mixture was extracted with ethyl acetate. The organic layer was washed with saturated brine, dried over anhydrous magnesium sulfate and concentrated ... Procedure: A solution of 3-methoxyimino-1H-1,5-benzodiazepine-2,4(3H,5H)-dione (3.78 g, 17.4 mmol) and 10% Pd/C (1.8 g) in methanol (300 ml) is stirred for 15 hr under hydrogen gas. After removing the catalyst by filtration, the filtrate is concentrated under reduced pressure. The resultant residue is crystallized from methanol to obtain Compound 4 (2.062 g, 62%). M.p. =290°-291° C. Yield: 62.0%. Solvent: CO (methanol). Reagents/catalysts: [Pd] (Pd/C). RXN SMILES: CO[N:3]=[C:4]1[C:10](=[O:11])[NH:9][C:8]2[CH:12]=[CH:13][CH:14]=[CH:15][C:7]=2[NH:6][C:5]1=[O:16]>CO.[Pd]>[NH2:3][CH:4]1[C:10](=[O:11])[NH:9][C:8]2[CH:12]=[CH:13][CH:14]=[CH:15][C:7]=2[NH:6][C:5]1=[O:16]. Yields the product NC1C(NC2=C(NC1=O)C=CC=C2)=O (3-Amino-1H-1,5-benzodiazepine-2,4(3H,5H )-dione). Reactants: CON=C1C(NC2=C(NC1=O)C=CC=C2)=O (3-methoxyimino-1H-1,5-benzodiazepine-2,4(3H,5H)-dione).